This data is from the Open Reaction Database (ORD), a public repository of structured organic reaction records. The task is: describe an organic reaction: reactants, conditions, products, and yield The reactants are C(#N)C=1C=C(C=CC1)O (3-cyanophenol), [N-]=[N+]=[N-].[Na+] (sodium azide), [Cl-].[NH4+] (ammonium chloride). The solvent is CN(C=O)C (N,N-dimethylformamide). Run at temperature 160 celsius. Product: N=1NN=NC1C=1C=C(C=CC1)O (3-(2H-tetrazol-5-yl)-phenol). Reaction SMILES: [C:1]([C:3]1[CH:4]=[C:5]([OH:9])[CH:6]=[CH:7][CH:8]=1)#[N:2].[N-:10]=[N+:11]=[N-:12].[Na+].[Cl-].[NH4+]>CN(C)C=O>[N:2]1[NH:10][N:11]=[N:12][C:1]=1[C:3]1[CH:4]=[C:5]([OH:9])[CH:6]=[CH:7][CH:8]=1 |f:1.2,3.4|. Procedure details: A mixture of 3-cyanophenol (4.14 g, 34.75 mmol) (Aldrich), sodium azide (2.49 g, 38.23 mmol) (Aldrich) and ammonium chloride (2.05 g, 38.23 mmol) in N,N-dimethylformamide (30 mL) were heated to 160° C. for 18 hours. The reaction mixture was concentrated. The residue was purified by C18 column eluting with acetonitrile-water to give 3-(2H-tetrazol-5-yl)-phenol. (Yield 0.9 g, 16%). Starting materials: COC1=CC=C(CN(C2=NC=CC=C2)CCN(CCCCN)C)C=C1 (N-[2-[N-(4-methoxybenzyl)-N-(2-pyridyl)amino]ethyl]-N-methyl-1,4-butanediamine), C(=O)(N1C=NC=C1)N1C=NC=C1 (1,1'-carbonyldiimidazole), N1(CCCCC1)CC=1C=C(OCCCN)C=CC1 (3-[3-(piperidinomethyl)phenoxy]propylamine). Product: COC1=CC=C(CN(C2=NC=CC=C2)CCN(C)CCCCNC(=O)NCCCOC2=CC(=CC=C2)CN2CCCCC2)C=C1 (N-[4-[N-[2-[N-(4-methoxybenzyl)-N-(2-pyridyl)amino]ethyl]-N-methylamino]butyl]-N'-[3-[3-(piperidinomethyl)phenoxy]propyl]urea). As a reaction SMILES: [CH3:1][O:2][C:3]1[CH:25]=[CH:24][C:6]([CH2:7][N:8]([CH2:15][CH2:16][N:17]([CH3:23])[CH2:18][CH2:19][CH2:20][CH2:21][NH2:22])[C:9]2[CH:14]=[CH:13][CH:12]=[CH:11][N:10]=2)=[CH:5][CH:4]=1.[C:26](N1C=CN=C1)(N1C=CN=C1)=[O:27].[N:38]1([CH2:44][C:45]2[CH:46]=[C:47]([CH:53]=[CH:54][CH:55]=2)[O:48][CH2:49][CH2:50][CH2:51][NH2:52])[CH2:43][CH2:42][CH2:41][CH2:40][CH2:39]1>>[CH3:1][O:2][C:3]1[CH:25]=[CH:24][C:6]([CH2:7][N:8]([CH2:15][CH2:16][N:17]([CH2:18][CH2:19][CH2:20][CH2:21][NH:22][C:26]([NH:52][CH2:51][CH2:50][CH2:49][O:48][C:47]2[CH:53]=[CH:54][CH:55]=[C:45]([CH2:44][N:38]3[CH2:43][CH2:42][CH2:41][CH2:40][CH2:39]3)[CH:46]=2)=[O:27])[CH3:23])[C:9]2[CH:14]=[CH:13][CH:12]=[CH:11][N:10]=2)=[CH:5][CH:4]=1. Reported procedure: Preparation is effected analogously to Example 63, using 0.55 g (1.6 mmol) of N-[2-[N-(4-methoxybenzyl)-N-(2-pyridyl)amino]ethyl]-N-methyl-1,4-butanediamine and the equimolar amounts of 1,1'-carbonyldiimidazole and 3-[3-(piperidinomethyl)phenoxy]propylamine as starting materials. Working up by chromatography analogously to Example 63 yields the purified title compound in the form of a viscous oil; MS (+FAB method): m/z (rel. int. [%])=617 ([M+H]+, 1), 121 (100); IR (KBr): 1603 cm-1 (C=O). For fu... Reactants: NC1=C(C2=C(CNCC2)S1)C(=O)N1CCCC1 ((2-Amino-4,5,6,7-tetrahydro-thieno[2,3-c]pyridin-3-yl)-pyrrolidin-1-yl-methanone), 1H-1,2,3-benzothiazole-5-carboxyllic, CCN=C=NCCCN(C)C.Cl (EDCl), C=1C=CC2=C(C1)N=NN2O (HOBt), 1H-1,2,3-benzothiazole-5-carboxyllic, CN(C)C=O (DMF). Run in C(C)(=O)OCC (ethyl acetate). The product is NC1=C(C2=C(CN(CC2)C(=O)C2=CC3=C(NN=N3)C=C2)S1)C(=O)N1CCCC1 ([2-Amino-6-(1H-benzotriazole-5-carbonyl)-4,5,6,7-tetrahydro-thieno[2,3-c]pyridin-3-yl]-pyrrolidin-1-yl-methanone). Yield: 10.0%. As a reaction SMILES: [NH2:1][C:2]1[S:10][C:5]2[CH2:6][NH:7][CH2:8][CH2:9][C:4]=2[C:3]=1[C:11]([N:13]1[CH2:17][CH2:16][CH2:15][CH2:14]1)=[O:12].CCN=C=NCCCN(C)C.Cl.[CH:30]1[CH:31]=[CH:32][C:33]2[N:38](O)[N:37]=[N:36][C:34]=2[CH:35]=1.CN([CH:43]=[O:44])C>C(OCC)(=O)C>[NH2:1][C:2]1[S:10][C:5]2[CH2:6][N:7]([C:43]([C:30]3[CH:31]=[CH:32][C:33]4[NH:38][N:37]=[N:36][C:34]=4[CH:35]=3)=[O:44])[CH2:8][CH2:9][C:4]=2[C:3]=1[C:11]([N:13]1[CH2:17][CH2:16][CH2:15][CH2:14]1)=[O:12] |f:1.2|. Procedure details: Starting material 12 (1.6 g, 6.4 mmol) was dissolved in 20 ml DMF. Then EDCl (1.46 g, 7.6 mmol) and HOBt (1.3 g, 9.5 mmol) were added. Now, one half of 1.04 g (6.4 mmol) 1H-1,2,3-benzothiazole-5-carboxyllic acid was added. The reaction mixture was stirred at ambient temperature over night. Then the other half of the 1H-1,2,3-benzothiazole-5-carboxyllic acid was added and the reaction mixture was again stirred at ambient temperature over night. The reaction mixture was now concentrated in vacuo y... Reactants: Cc1cc2c(cc1C(=O)N1Cc3ccccc3C1)[nH]c(=O)c1cnc(C3CCCC3O[Si](C)(C)C(C)(C)C)n12, CO, Cl. Product: Cc1cc2c(cc1C(=O)N1Cc3ccccc3C1)[nH]c(=O)c1cnc(C3CCCC3O)n12. Reaction SMILES: [C:1]([Si:2]([CH3:3])([CH3:4])[O:6][CH:7]1[CH:8]([c:12]2[n:13][cH:14][c:15]3[n:16]2[c:17]2[cH:18][c:19]([CH3:37])[c:20]([C:26](=[O:27])[N:28]4[CH2:29][c:30]5[cH:31][cH:32][cH:33][cH:34][c:35]5[CH2:36]4)[cH:21][c:22]2[nH:23][c:24]3=[O:25])[CH2:9][CH2:10][CH2:11]1)([CH3:5])([CH3:38])[CH3:39].[CH3:41][OH:42].[ClH:40]>>[OH:6][CH:7]1[CH:8]([c:12]2[n:13][cH:14][c:15]3[n:16]2[c:17]2[cH:18][c:19]([CH3:37])[c:20]([C:26](=[O:27])[N:28]4[CH2:29][c:30]5[cH:31][cH:32][cH:33][cH:34][c:35]5[CH2:36]4)[cH:21][c:22]2[nH:23][c:24]3=[O:25])[CH2:9][CH2:10][CH2:11]1. Reactants: FC=1C=C(C=C(C1)F)N[C@@H](C)C(=O)O (N-(3,5-difluorophenyl)alanine), C(C(C)C)O (iso-butanol). The product is C(C(C)C)OC([C@@H](NC1=CC(=CC(=C1)F)F)C)=O (N-(3,5-difluorophenyl)alanine iso-butyl ester). Reaction SMILES: [F:1][C:2]1[CH:3]=[C:4]([NH:9][C@H:10]([C:12]([OH:14])=[O:13])[CH3:11])[CH:5]=[C:6]([F:8])[CH:7]=1.[CH2:15](O)[CH:16]([CH3:18])[CH3:17]>>[CH2:15]([O:13][C:12](=[O:14])[C@H:10]([CH3:11])[NH:9][C:4]1[CH:3]=[C:2]([F:1])[CH:7]=[C:6]([F:8])[CH:5]=1)[CH:16]([CH3:18])[CH3:17]. Procedure: Following General Procedure AH above and using N-(3,5-difluorophenyl)alanine (from Example AC above) and iso-butanol, the title compound was prepared as an oil. The reaction was monitored by tlc on silica gel (Rf=0.9 in 3% methanol/methylene chloride) and purification was by preparative plate chromatography (silica gel using 3% methanol/methylene chloride as the eluant). The reactants are NC1=NC(=CC=C1NC(=O)C1(CC1)C1=CC(=NO1)C)N1C[C@@H](CCC1)C(=O)N1CCCC1 ((R)—N-(2-amino-6-(3-(pyrrolidine-1-carbonyl)piperidin-1-yl)pyridine-3-yl)-1-(3-methylisoxazol-5-yl)cyclopropanecarboxamide), C[O-].[Na+] (sodium methoxide), C[O-].[Na+] (sodium methoxide), CO (methanol). Solvent: C(C(C)C)O (isobutanol). Conditions: temperature 110 celsius, time 18 hour. Product: CC1=NOC(=C1)C1(CC1)C1=NC=2C(=NC(=CC2)N2C[C@@H](CCC2)C(=O)N2CCCC2)N1 ((R)-(1-(2-(1-(3-methylisoxazol-5-yl)cyclopropyl)-3H-imidazo[4,5-b]pyridin-5-yl)piperidin-3-yl)(pyrrolidin-1-yl)methanone). Reaction SMILES: [NH2:1][C:2]1[C:7]([NH:8][C:9]([C:11]2([C:14]3[O:18][N:17]=[C:16]([CH3:19])[CH:15]=3)[CH2:13][CH2:12]2)=O)=[CH:6][CH:5]=[C:4]([N:20]2[CH2:25][CH2:24][CH2:23][C@@H:22]([C:26]([N:28]3[CH2:32][CH2:31][CH2:30][CH2:29]3)=[O:27])[CH2:21]2)[N:3]=1.C[O-].[Na+].CO>C(O)C(C)C>[CH3:19][C:16]1[CH:15]=[C:14]([C:11]2([C:9]3[NH:1][C:2]4=[N:3][C:4]([N:20]5[CH2:25][CH2:24][CH2:23][C@@H:22]([C:26]([N:28]6[CH2:29][CH2:30][CH2:31][CH2:32]6)=[O:27])[CH2:21]5)=[CH:5][CH:6]=[C:7]4[N:8]=3)[CH2:12][CH2:13]2)[O:18][N:17]=1 |f:1.2|. Reported procedure: To a solution of (R)—N-(2-amino-6-(3-(pyrrolidine-1-carbonyl)piperidin-1-yl)pyridine-3-yl)-1-(3-methylisoxazol-5-yl)cyclopropanecarboxamide (94 mg, 0.21 mmol) in isobutanol (2 mL) was added sodium methoxide (25% in methanol, 98 μL, 0.43 mmol) followed by methanol (0.9 mL). The reaction mixture was stirred at 110° C. for 18 h. An additional portion of sodium methoxide (25% in methanol, 98 μL, 0.43 mmol) was added and the reaction mixture was stirred at 110° C. for 3 h. The mixture was concentrate...